This data is from the Open Reaction Database (ORD), a public repository of structured organic reaction records. The task is: describe an organic reaction: reactants, conditions, products, and yield Starting materials: O=C(Cl)c1ccccc1, Cc1c(C)c2c(c(C)c1O)SC(C)O2, c1ccncc1. The product is Cc1c(C)c2c(c(C)c1OC(=O)c1ccccc1)SC(C)O2. As a reaction SMILES: [C:15]([c:16]1[cH:17][cH:18][cH:19][cH:20][cH:21]1)(=[O:22])[Cl:23].[OH:1][c:2]1[c:3]([CH3:14])[c:4]([CH3:13])[c:5]2[c:6]([c:11]1[CH3:12])[S:7][CH:8]([CH3:10])[O:9]2.[cH:24]1[cH:25][cH:26][n:27][cH:28][cH:29]1>>[O:1]([c:2]1[c:3]([CH3:14])[c:4]([CH3:13])[c:5]2[c:6]([c:11]1[CH3:12])[S:7][CH:8]([CH3:10])[O:9]2)[C:15]([c:16]1[cH:17][cH:18][cH:19][cH:20][cH:21]1)=[O:22]. The reactants are C, CCOC(C)=O, [H][H], [Pd], [N-]=[N+]=NCCOCC1=C(C(=O)NCCC(c2ccccc2)c2ccccc2)C(c2cccc(Cl)c2)NC(=O)N1. Yields the product NCCOCC1=C(C(=O)NCCC(c2ccccc2)c2ccccc2)C(c2cccc(Cl)c2)NC(=O)N1. As a reaction SMILES: [C:46].[CH3:1][CH2:2][O:3][C:4](=[O:5])[CH3:6].[H:48][H:49].[Pd:47].[c:7]1([CH:13]([CH2:14][CH2:15][NH:16][C:17](=[O:18])[C:19]2=[C:24]([CH2:25][O:26][CH2:27][CH2:28][N:29]=[N+:30]=[N-:31])[NH:23][C:22](=[O:32])[NH:21][CH:20]2[c:33]2[cH:34][c:35]([Cl:39])[cH:36][cH:37][cH:38]2)[c:40]2[cH:41][cH:42][cH:43][cH:44][cH:45]2)[cH:8][cH:9][cH:10][cH:11][cH:12]1>>[c:7]1([CH:13]([CH2:14][CH2:15][NH:16][C:17](=[O:18])[C:19]2=[C:24]([CH2:25][O:26][CH2:27][CH2:28][NH2:29])[NH:23][C:22](=[O:32])[NH:21][CH:20]2[c:33]2[cH:34][c:35]([Cl:39])[cH:36][cH:37][cH:38]2)[c:40]2[cH:41][cH:42][cH:43][cH:44][cH:45]2)[cH:8][cH:9][cH:10][cH:11][cH:12]1. Reactants: CCO, Nc1cccc(C(F)(Cl)C(F)(Cl)Cl)c1, [Zn]. The product is Nc1cccc(C(F)=C(F)Cl)c1. Reaction SMILES: [CH3:16][CH2:17][OH:18].[F:1][C:2]([C:3]([Cl:4])([F:6])[Cl:7])([Cl:5])[c:8]1[cH:9][c:10]([NH2:11])[cH:12][cH:13][cH:14]1.[Zn:15]>>[F:1][C:2](=[C:3]([Cl:4])[F:6])[c:8]1[cH:9][c:10]([NH2:11])[cH:12][cH:13][cH:14]1. The reactants are ClCCl, COc1cc(C(=O)C(=O)O)cc(OC)c1OC, CN(C)C=O, O=C(Cl)C(=O)Cl. Yields the product COc1cc(C(=O)C(=O)Cl)cc(OC)c1OC. As a reaction SMILES: [CH2:24]([Cl:25])[Cl:26].[CH3:1][O:2][c:3]1[cH:4][c:5]([C:13]([C:14](=[O:15])[OH:16])=[O:17])[cH:6][c:7]([O:11][CH3:12])[c:8]1[O:9][CH3:10].[CH3:27][N:28]([CH3:29])[CH:30]=[O:31].[Cl:18][C:19]([C:20]([Cl:21])=[O:22])=[O:23]>>[CH3:1][O:2][c:3]1[cH:4][c:5]([C:13]([C:14](=[O:15])[Cl:18])=[O:17])[cH:6][c:7]([O:11][CH3:12])[c:8]1[O:9][CH3:10]. The reactants are CCNC(N)=O, C1COCCO1, O=C=Nc1ccccc1. The product is CCNC(=O)NC(=O)Nc1ccccc1. RXN SMILES: [CH2:1]([CH3:2])[NH:3][C:4](=[O:5])[NH2:6].[O:16]1[CH2:17][CH2:18][O:19][CH2:20][CH2:21]1.[c:7]1([N:13]=[C:14]=[O:15])[cH:8][cH:9][cH:10][cH:11][cH:12]1>>[CH2:1]([CH3:2])[NH:3][C:4](=[O:5])[NH:6][C:14]([NH:13][c:7]1[cH:8][cH:9][cH:10][cH:11][cH:12]1)=[O:15]. Starting materials: C(C)OC(C(=O)Cl)=O (chloro-oxalic acid ethyl ester), C(C)(=O)C1=C(C(=C(OCCCOC=2C=C(N)C=CC2)C=C1)CCC)OC (3-[3-(4-acetyl-3-methoxy-2-n-propylphenoxy)-propoxy]-aniline), N(CCO)(CCO)CCO (triethanolamine). Solvent: C(Cl)Cl (methylene chloride), C(Cl)Cl (methylene chloride). Run at time 5 hour. Product: C(C)OC(C(=O)NC1=CC(=CC=C1)OCCCOC1=C(C(=C(C=C1)C(C)=O)OC)CCC)=O (N-{3-[3-(4-acetyl-3-methoxy-2-n-propylphenoxy)-propoxy]-phenyl}-oxamic acid ethyl ester). RXN SMILES: [CH2:1]([O:3][C:4](=[O:8])[C:5](Cl)=[O:6])[CH3:2].[C:9]([C:12]1[CH:29]=[CH:28][C:15]([O:16][CH2:17][CH2:18][CH2:19][O:20][C:21]2[CH:22]=[C:23]([CH:25]=[CH:26][CH:27]=2)[NH2:24])=[C:14]([CH2:30][CH2:31][CH3:32])[C:13]=1[O:33][CH3:34])(=[O:11])[CH3:10].N(CCO)(CCO)CCO>C(Cl)Cl>[CH2:1]([O:3][C:4](=[O:8])[C:5]([NH:24][C:23]1[CH:25]=[CH:26][CH:27]=[C:21]([O:20][CH2:19][CH2:18][CH2:17][O:16][C:15]2[CH:28]=[CH:29][C:12]([C:9](=[O:11])[CH3:10])=[C:13]([O:33][CH3:34])[C:14]=2[CH2:30][CH2:31][CH3:32])[CH:22]=1)=[O:6])[CH3:2]. Procedure details: In the course of 10 minutes a solution of 3.45 ml of chloro-oxalic acid ethyl ester in 10 ml of methylene chloride is added dropwise to a solution of 9.2 g of 3-[3-(4-acetyl-3-methoxy-2-n-propylphenoxy)-propoxy]-aniline and 4.3 ml of triethanolamine in 90 ml of methylene chloride. After stirring for 5 hours at room temperature the mixture is poured onto water and extracted with methylene chloride. Concentration of the extracts by evaporation and recrystallisation of the residue from ether yields...